From a dataset of the Open Reaction Database (ORD), a public repository of structured organic reaction records. describe an organic reaction: reactants, conditions, products, and yield Starting materials: O=C1CCC(=O)N1Br, ClC(Cl)(Cl)Cl, CCOC(=O)c1nccnc1C, CC(C)(C#N)N=NC(C)(C)C#N. The product is CCOC(=O)c1nccnc1CBr. RXN SMILES: [Br:13][N:14]1[C:15](=[O:16])[CH2:17][CH2:18][C:19]1=[O:20].[C:33]([Cl:34])([Cl:35])([Cl:36])[Cl:37].[CH2:1]([CH3:2])[O:3][C:4](=[O:5])[c:6]1[n:7][cH:8][cH:9][n:10][c:11]1[CH3:12].[N:21]([C:22]([CH3:23])([CH3:24])[C:25]#[N:26])=[N:27][C:28]([CH3:29])([CH3:30])[C:31]#[N:32]>>[CH2:1]([CH3:2])[O:3][C:4](=[O:5])[c:6]1[n:7][cH:8][cH:9][n:10][c:11]1[CH2:12][Br:13]. Reactants: [N+](=O)([O-])CCCC (Nitrobutane), C1(=CC=CC=C1)N=C=O (phenylisocyanate), C(#C)C12CCCN2CCC1 (7a-ethynyl-hexahydro-1H-pyrrolizine). The solvent is C1=CC=CC=C1 (benzene). Conditions: time 1 hour. Yields the product C(CC)C1=NOC(=C1)C12CCCN2CCC1 (7a-(3-propyl-5-isoxazolyl)-hexahydro-1H-pyrrolizine). The yield is 53.4%. Reaction SMILES: [N+:1]([CH2:4][CH2:5][CH2:6][CH3:7])([O-])=[O:2].C1(N=C=O)C=CC=CC=1.[C:17]([C:19]12[CH2:26][CH2:25][CH2:24][N:23]1[CH2:22][CH2:21][CH2:20]2)#[CH:18]>C1C=CC=CC=1>[CH2:5]([C:4]1[CH:18]=[C:17]([C:19]23[CH2:26][CH2:25][CH2:24][N:23]2[CH2:22][CH2:21][CH2:20]3)[O:2][N:1]=1)[CH2:6][CH3:7]. Procedure: Nitrobutane (0.705 mL, 6.66 mmol) and phenylisocyanate (1.50 mL, 13.3 mmol) were dissolved in benzene (13.5 mL) and added to a flask containing 7a-ethynyl-hexahydro-1H-pyrrolizine (450 mg, 3.33 mmol, from step 13a). The solution was stirred at ambient temperature for 1 hour and at reflux for 5 hours. The mixture was cooled, filtered, concentrated and diluted with EtOAc. The solution was extracted with 6N HCl. The aqueous phase was made basic with 15% NaOH and extracted with methylene chloride. T... Run in O (water). Conditions: time 8 hour. Procedure details: A mixture of 0.12 g (0.00042 mole) of 2-chloro-9-cyclohexyl-5,7,8,9-tetrahydro-pyrimido[4,5-b][1,4]diazepin-6-one (VI-20), 0.469 g (0.00144 mole) of cesium carbonate, 0.135 g (0.00096 mole) of iodomethane and 1 mL of dimethylformamide was stirred overnight at ambient temperature and then diluted with 5 mL of water. The mixture was stirred for 15 minutes and the solid was collected by filtration to give 2-chloro-9-cyclohexyl-5-methyl-5,7,8,9-tetrahydro-pyrimido[4,5-b][1,4]diazepin-6-one (VII-20) ... Yields the product ClC=1N=CC2=C(N(CCC(N2C)=O)C2CCCCC2)N1 (2-chloro-9-cyclohexyl-5-methyl-5,7,8,9-tetrahydro-pyrimido[4,5-b][1,4]diazepin-6-one). As a reaction SMILES: [Cl:1][C:2]1[N:3]=[CH:4][C:5]2[NH:11][C:10](=[O:12])[CH2:9][CH2:8][N:7]([CH:13]3[CH2:18][CH2:17][CH2:16][CH2:15][CH2:14]3)[C:6]=2[N:19]=1.[C:20](=O)([O-])[O-].[Cs+].[Cs+].IC.CN(C)C=O>O>[Cl:1][C:2]1[N:3]=[CH:4][C:5]2[N:11]([CH3:20])[C:10](=[O:12])[CH2:9][CH2:8][N:7]([CH:13]3[CH2:18][CH2:17][CH2:16][CH2:15][CH2:14]3)[C:6]=2[N:19]=1 |f:1.2.3|. Starting materials: ClC=1N=CC2=C(N(CCC(N2)=O)C2CCCCC2)N1 (2-chloro-9-cyclohexyl-5,7,8,9-tetrahydro-pyrimido[4,5-b][1,4]diazepin-6-one), C([O-])([O-])=O.[Cs+].[Cs+] (cesium carbonate), IC (iodomethane), CN(C=O)C (dimethylformamide).